Dataset: the Open Reaction Database (ORD), a public repository of structured organic reaction records. Task: describe an organic reaction: reactants, conditions, products, and yield Starting materials: CCOC(C)=O, C[Si](C)(C)N1CCCC1=O, CN(C)C, CCCCCC, O=S(=O)(Cl)c1ccc(Cl)cc1, C1CCOC1. Yields the product O=C1CCCN1S(=O)(=O)c1ccc(Cl)cc1. RXN SMILES: [C:26]([O:27][CH2:28][CH3:29])(=[O:30])[CH3:31].[CH3:12][Si:13]([N:14]1[C:15](=[O:19])[CH2:16][CH2:17][CH2:18]1)([CH3:20])[CH3:21].[CH3:22][N:23]([CH3:24])[CH3:25].[CH3:32][CH2:33][CH2:34][CH2:35][CH2:36][CH3:37].[Cl:1][c:2]1[cH:3][cH:4][c:5]([S:8](=[O:9])(=[O:10])[Cl:11])[cH:6][cH:7]1.[O:38]1[CH2:39][CH2:40][CH2:41][CH2:42]1>>[Cl:1][c:2]1[cH:3][cH:4][c:5]([S:8](=[O:9])(=[O:10])[N:14]2[C:15](=[O:19])[CH2:16][CH2:17][CH2:18]2)[cH:6][cH:7]1. Starting materials: CCOC(C)=O, COCCN(C(C)=O)C1=C(Cl)C(=O)c2ccccc2C1=O, NCc1ccccc1, c1ccccc1. Product: COCCN(C(C)=O)C1=C(NCc2ccccc2)C(=O)c2ccccc2C1=O. RXN SMILES: [CH3:30][CH2:31][O:32][C:33](=[O:34])[CH3:35].[Cl:9][C:10]1=[C:11]([N:22]([C:23]([CH3:24])=[O:25])[CH2:26][CH2:27][O:28][CH3:29])[C:12](=[O:21])[c:13]2[cH:14][cH:15][cH:16][cH:17][c:18]2[C:19]1=[O:20].[NH2:1][CH2:2][c:3]1[cH:4][cH:5][cH:6][cH:7][cH:8]1.[cH:36]1[cH:37][cH:38][cH:39][cH:40][cH:41]1>>[NH:1]([CH2:2][c:3]1[cH:4][cH:5][cH:6][cH:7][cH:8]1)[C:10]1=[C:11]([N:22]([C:23]([CH3:24])=[O:25])[CH2:26][CH2:27][O:28][CH3:29])[C:12](=[O:21])[c:13]2[cH:14][cH:15][cH:16][cH:17][c:18]2[C:19]1=[O:20]. Starting materials: C(C1=CC=CC=C1)OC1=C2N(C(=NC1=O)CC1(CCCC1)C1=CC=CC3=CC=CC=C13)CCN(C2=O)C (9-benzyloxy-2-methyl-6-(1-naphthalen-1-yl-cyclopentylmethyl)-3,4-dihydro-2H-pyrazino[1,2-c]pyrimidine-1,8-dione), C1(CC1)CN(C(=O)C1=NC(=NC(=C1OCC1=CC=CC=C1)O)CC1(CCCC1)C1=CC=CC2=CC=CC=C12)CCO (5-benzyloxy-6-hydroxy-2-(1-naphthalen-1-yl-cyclopentylmethyl)-pyrimidine-4-carboxylic acid cyclopropylmethyl-(2-hydroxyethyl)-amide). The product is C(C1=CC=CC=C1)OC1=C2N(C(=NC1=O)CC1(CCCC1)C1=CC=CC3=CC=CC=C13)CCN(C2=O)CC2CC2 (9-Benzyloxy-2-cyclopropylmethyl-6-(1-naphthalen-1-yl-cyclopentylmethyl)-3,4-dihydro-2H-pyrazino[1,2-c]pyrimidine-1,8-dione). As a reaction SMILES: [CH2:1]([O:8][C:9]1[C:14](=[O:15])[N:13]=[C:12]([CH2:16][C:17]2([C:22]3[C:31]4[C:26](=[CH:27][CH:28]=[CH:29][CH:30]=4)[CH:25]=[CH:24][CH:23]=3)[CH2:21][CH2:20][CH2:19][CH2:18]2)[N:11]2[CH2:32][CH2:33][N:34]([CH3:37])[C:35](=[O:36])[C:10]=12)[C:2]1[CH:7]=[CH:6][CH:5]=[CH:4][CH:3]=1.[CH:38]1(CN(CCO)C(C2C(OCC3C=CC=CC=3)=C(O)N=C(CC3(C4C5C(=CC=CC=5)C=CC=4)CCCC3)N=2)=O)[CH2:40][CH2:39]1>>[CH2:1]([O:8][C:9]1[C:14](=[O:15])[N:13]=[C:12]([CH2:16][C:17]2([C:22]3[C:31]4[C:26](=[CH:27][CH:28]=[CH:29][CH:30]=4)[CH:25]=[CH:24][CH:23]=3)[CH2:21][CH2:20][CH2:19][CH2:18]2)[N:11]2[CH2:32][CH2:33][N:34]([CH2:37][CH:38]3[CH2:40][CH2:39]3)[C:35](=[O:36])[C:10]=12)[C:2]1[CH:7]=[CH:6][CH:5]=[CH:4][CH:3]=1. Procedure: This compound was prepared following the same method as described for 9-benzyloxy-2-methyl-6-(1-naphthalen-1-yl-cyclopentylmethyl)-3,4-dihydro-2H-pyrazino[1,2-c]pyrimidine-1,8-dione (352) from 5-benzyloxy-6-hydroxy-2-(1-naphthalen-1-yl-cyclopentylmethyl)-pyrimidine-4-carboxylic acid cyclopropylmethyl-(2-hydroxyethyl)-amide (359) (150 mg, 0.27 mmol). The yield was 94 mg of a semi pure, white sticky solid. Starting materials: C[Si](C)(C)[N-][Si](C)(C)C.[Li+] (Lithium bis(trimethylsilyl)amide), COC(C1=CC(=CC=C1)SC1=C(NC2=CC(=CC=C12)Cl)C)=O (3-(6-Chloro-2-methyl-1H-indol-3-ylsulfanyl)-benzoic acid methyl ester), IC (iodomethane). The solvent is CN(C)C=O.C1CCOC1 (DMF THF). Reaction conditions: temperature -78 celsius, time 1 hour. The product is COC(C1=CC(=CC=C1)SC1=C(N(C2=CC(=CC=C12)Cl)C)C)=O (3-(6-Chloro-1,2-dimethyl-1H-indol-3-ylsulfanyl)-benzoic acid methyl ester). RXN SMILES: [CH3:1][O:2][C:3](=[O:22])[C:4]1[CH:9]=[CH:8][CH:7]=[C:6]([S:10][C:11]2[C:19]3[C:14](=[CH:15][C:16]([Cl:20])=[CH:17][CH:18]=3)[NH:13][C:12]=2[CH3:21])[CH:5]=1.[CH3:23][Si]([N-][Si](C)(C)C)(C)C.[Li+].IC>CN(C=O)C.C1COCC1>[CH3:1][O:2][C:3](=[O:22])[C:4]1[CH:9]=[CH:8][CH:7]=[C:6]([S:10][C:11]2[C:19]3[C:14](=[CH:15][C:16]([Cl:20])=[CH:17][CH:18]=3)[N:13]([CH3:23])[C:12]=2[CH3:21])[CH:5]=1 |f:1.2,4.5|. Procedure: 3-(6-Chloro-2-methyl-1H-indol-3-ylsulfanyl)-benzoic acid methyl ester (0.0752 g, 0.23 mmol) was dissolved in DMF:THF (1:1, 4 mL) and cooled to −78° C. Lithium bis(trimethylsilyl)amide solution (0.500 mL, 0.5 mmol, 1.0M in hexanes) was added. After 1 hour, iodomethane (11 μL, 0.18 mmol) was added and the reaction was allowed to warm to room temperature over 30 minutes then submitted to aqueous workup. Purification by silica gel chromatography (0-100% EtOAc in hexanes) provided the title compound. Starting materials: C(#N)C(C(=O)OCC)CC1=CC=C(C=C1)OCCC1=CC=C(C=C1)NC(C(C)C)=O (Ethyl 2-cyano-3-(4-{2-[4-(isobutyrylamino)phenyl]ethoxy}phenyl)propanoate), [BH4-].[Na+] (Sodium borohydride). Solvent: CO (methanol). Conditions: time 4 hour. Product: C(#N)C(CC1=CC=C(OCCC2=CC=C(C=C2)NC(C(C)C)=O)C=C1)CO (N-(4-{2-[4-(2-Cyano-3-hydroxypropyl)phenoxy]ethyl}phenyl)-2-methylpropanamide). Isolated yield 73.8%. RXN SMILES: [C:1]([CH:3]([CH2:9][C:10]1[CH:15]=[CH:14][C:13]([O:16][CH2:17][CH2:18][C:19]2[CH:24]=[CH:23][C:22]([NH:25][C:26](=[O:30])[CH:27]([CH3:29])[CH3:28])=[CH:21][CH:20]=2)=[CH:12][CH:11]=1)[C:4](OCC)=[O:5])#[N:2].[BH4-].[Na+]>CO>[C:1]([CH:3]([CH2:4][OH:5])[CH2:9][C:10]1[CH:15]=[CH:14][C:13]([O:16][CH2:17][CH2:18][C:19]2[CH:24]=[CH:23][C:22]([NH:25][C:26](=[O:30])[CH:27]([CH3:29])[CH3:28])=[CH:21][CH:20]=2)=[CH:12][CH:11]=1)#[N:2] |f:1.2|. Reported procedure: Ethyl 2-cyano-3-(4-{2-[4-(isobutyrylamino)phenyl]ethoxy}phenyl)propanoate (0.5 g, 1.22 mmol) was dissolved in methanol (10 ml). Sodium borohydride (0.24 g, 6.34 mmol) was added carefully. The mixture was stirred at room temperature for 4 hours and then evaporated in vacuum to dry. Ethyl acetate and water were added into the residue. After separation, the organic phase was washed with 0.3 M hydrochloric acid, water and brine. The solvent was evaporated in vacuum. Column chromatography of the resi... The solvent is CO (methanol). Yields the product Cl.CNCCC1=CC=CC=C1 (N-Methyl-2-phenylethylamine hydrochloride). Procedure details: Phenylacetaldehyde (24.0 g, 0.20 mol), a 33% solution of methylamine in ethanol (42.35 g, 0.41 mol) and methylamine hydrochloride (10.13 g, 14.8 mmol) were dissolved in methanol (200 ml). Sodium cyanoborohydride (3.77 g, 60 mmol) was introduced and the reaction mixture was stirred at room temperature for 18 h. The reaction mixture was evaporated in vacuo to ca. 50 ml, concentrated hydrochloric acid (40 ml) was added and once the exotherm had subsided the reaction mixture was stirred for 2 h. Wat... Starting materials: C1(=CC=CC=C1)CC=O (Phenylacetaldehyde), solution, CN (methylamine), C(C)O (ethanol), Cl.CN (methylamine hydrochloride), [OH-].[K+] (potassium hydroxide), C(#N)[BH3-].[Na+] (Sodium cyanoborohydride). Run at time 18 hour. RXN SMILES: [C:1]1([CH2:7][CH:8]=O)[CH:6]=[CH:5][CH:4]=[CH:3][CH:2]=1.CN.C(O)C.[ClH:15].CN.[C:18]([BH3-])#[N:19].[Na+].[OH-].[K+]>CO>[ClH:15].[CH3:18][NH:19][CH2:8][CH2:7][C:1]1[CH:6]=[CH:5][CH:4]=[CH:3][CH:2]=1 |f:3.4,5.6,7.8,10.11|. The reactants are C(C)(C)(C)OC(=O)NC(C(=O)OCC)C1=CC=C(C=C1)C(=O)NC1=C(C=CC(=C1)C=1SC=CC1)NC(=O)OC(C)(C)C (Ethyl [(tert-butoxycarbonyl)amino][4-({[2-[(tert-butoxycarbonyl)amino]-5-(2-thienyl)phenyl]amino}carbonyl)phenyl]acetate), [OH-].[Li+] (lithium hydroxide). The solvent is C1CCOC1 (THF), O (water), Cl (HCl). The product is C(C)(C)(C)OC(=O)NC(C(=O)O)C1=CC=C(C=C1)C(=O)NC1=C(C=CC(=C1)C=1SC=CC1)NC(=O)OC(C)(C)C ([(Tert-butoxycarbonyl)amino][4-({[2-[(tert-butoxycarbonyl)amino]-5-(2-thienyl)phenyl]amino}carbonyl)phenyl]acetic acid). As a reaction SMILES: [C:1]([O:5][C:6]([NH:8][CH:9]([C:15]1[CH:20]=[CH:19][C:18]([C:21]([NH:23][C:24]2[CH:29]=[C:28]([C:30]3[S:31][CH:32]=[CH:33][CH:34]=3)[CH:27]=[CH:26][C:25]=2[NH:35][C:36]([O:38][C:39]([CH3:42])([CH3:41])[CH3:40])=[O:37])=[O:22])=[CH:17][CH:16]=1)[C:10]([O:12]CC)=[O:11])=[O:7])([CH3:4])([CH3:3])[CH3:2].[OH-].[Li+]>C1COCC1.O.Cl>[C:1]([O:5][C:6]([NH:8][CH:9]([C:15]1[CH:16]=[CH:17][C:18]([C:21]([NH:23][C:24]2[CH:29]=[C:28]([C:30]3[S:31][CH:32]=[CH:33][CH:34]=3)[CH:27]=[CH:26][C:25]=2[NH:35][C:36]([O:38][C:39]([CH3:42])([CH3:41])[CH3:40])=[O:37])=[O:22])=[CH:19][CH:20]=1)[C:10]([OH:12])=[O:11])=[O:7])([CH3:4])([CH3:3])[CH3:2] |f:1.2|. Procedure: Ethyl [(tert-butoxycarbonyl)amino][4-({[2-[(tert-butoxycarbonyl)amino]-5-(2-thienyl)phenyl]amino}carbonyl)phenyl]acetate (1.08 g, 1.813 mmol) and 1N lithium hydroxide (3.99 mL, 3.99 mmol) were stirred in THF (16 mL) at room temperature for 2 days. The reaction was diluted with water, 2 mL of 2N HCl was added and the products extracted into EtOAc. The combined organic extracts were washed with brine, dried over MgSO4 and concentrated in vacuo to give the desired product as a pale yellow powder. 1... The reactants are N#N (N2), COC(C(CO)NC(CCCCC(C)=O)=O)=O (3-hydroxy-2-(6-oxo-heptanoylamino)-propionic acid methyl ester), [OH-].COC(=O)NS(=O)(=O)[N+](CC)(CC)CC ((methoxycarbonylsulfamoyl)triethylammonium hydroxide). Run at temperature 0 celsius, time 1.5 hour. Product: COC(=O)C1N=C(OC1)CCCCC(C)=O (2-(5-Oxo-hexyl)-4,5-dihydro-oxazole-4-carboxylic acid methyl ester). RXN SMILES: N#N.[CH3:3][O:4][C:5](=[O:19])[CH:6]([NH:9][C:10](=[O:18])[CH2:11][CH2:12][CH2:13][CH2:14][C:15](=[O:17])[CH3:16])[CH2:7]O.[OH-].COC(NS([N+](CC)(CC)CC)(=O)=O)=O>>[CH3:3][O:4][C:5]([CH:6]1[CH2:7][O:18][C:10]([CH2:11][CH2:12][CH2:13][CH2:14][C:15](=[O:17])[CH3:16])=[N:9]1)=[O:19] |f:2.3|. Procedure: In a flame dried round-bottomed flask equipped with a magnetic stir bar and under inert atmosphere (N2), a solution of 3-hydroxy-2-(6-oxo-heptanoylamino)-propionic acid methyl ester (1.50 g, 6.12 mmol) in dry and degassed THF (24 mL) was added at −10° C. to a solution of (methoxycarbonylsulfamoyl)triethylammonium hydroxide (1.79 g, 7.31 mmol) in dry and degassed THF (24 mL) and the resulting suspension was stirred at 0° C. for 1.5 h. The reaction mixture was then stirred at reflux for 1 h. The m...